This data is from the Open Reaction Database (ORD), a public repository of structured organic reaction records. The task is: describe an organic reaction: reactants, conditions, products, and yield Reactants: CC=1C(=NOC1\C=C\C)C(=O)OCC ((E)-Ethyl 4-methyl-5-(prop-1-en-1-yl)isoxazole-3-carboxylate), CC[C@H]1CN2CC[C@H]1C[C@@H]2[C@H](C3=C4C=C(C=CC4=NC=C3)OC)OC5=NN=C(C6=CC=CC=C65)O[C@H]([C@H]7C[C@@H]8CCN7C[C@@H]8CC)C9=C1C=C(C=CC1=NC=C9)OC (AD-mix-beta), CS(=O)(=O)N (methane sulfonamide), AD-mix-β (DHQD)2PHAL, C(C)(C)(C)O.O (tert-BuOH water), S(=O)([O-])[O-].[Na+].[Na+] (Sodium sulfite), C(C)(C)(C)O.O (tert-BuOH water). The reagents and catalysts are [Os](=O)(=O)(=O)=O (osmium tetroxide). Run in C(C)(C)(C)O (tert-BuOH). Run at time 1.5 hour. Yields the product O[C@H]([C@H](C)O)C1=C(C(=NO1)C(=O)OCC)C (Ethyl 5-((1R,2S)-1,2-dihydroxypropyl)-4-methylisoxazole-3-carboxylate). Reaction SMILES: [CH3:1][C:2]1[C:3]([C:10]([O:12][CH2:13][CH3:14])=[O:11])=[N:4][O:5][C:6]=1/C=C/C.CC[C@@H]1[C@@H]2C[C@H]([C@@H](OC3C4C(=CC=CC=4)C(O[C@@H](C4C=CN=C5C=4C=C(OC)C=C5)[C@@H]4N5C[C@H](CC)[C@@H](CC5)C4)=NN=3)C3C=CN=C4C=3C=C([O:36]C)C=C4)N(CC2)C1.CS(N)(=O)=O.S([O-])([O-])=O.[Na+].[Na+].[C:84]([OH:88])([CH3:87])([CH3:86])C.O>C(O)(C)(C)C.[Os](=O)(=O)(=O)=O>[OH:36][C@@H:86]([C:6]1[O:5][N:4]=[C:3]([C:10]([O:12][CH2:13][CH3:14])=[O:11])[C:2]=1[CH3:1])[C@@H:84]([OH:88])[CH3:87] |f:3.4.5,6.7|. Reported procedure: (E)-Ethyl 4-methyl-5-(prop-1-en-1-yl)isoxazole-3-carboxylate (500 mg, 2.56 mmol) in tert-BuOH-water (1 mL) was added portionwise to a mixture of AD-mix-beta (3.59 g, 7.63 mmol), methane sulfonamide (731 mg, 7.68 mmol), modified AD-mix-β (DHQD)2PHAL (80 mg, 0.102 mmol) and osmium tetroxide (0.836 mL of a 2.5 wt % solution in tert-BuOH, 0.067 mmol) in tert-BuOH-water (1:1, 19 mL) and the resulting reaction mixture was stirred at room temperature for 1.5 hr. Sodium sulfite (3.9 g) was added in one ...